From a dataset of the Open Reaction Database (ORD), a public repository of structured organic reaction records. describe an organic reaction: reactants, conditions, products, and yield Reactants: [BH4-], COc1ccc(C=C(C#N)C(=O)O)cc1, Cc1ccccc1, CO, [Na+], [Na+], O=C([O-])O. Yields the product COc1ccc(CC(C#N)C(=O)O)cc1. As a reaction SMILES: [BH4-:1].[C:3](#[N:4])[C:5]([C:6](=[O:7])[OH:8])=[CH:9][c:10]1[cH:11][cH:12][c:13]([O:16][CH3:17])[cH:14][cH:15]1.[CH3:18][c:19]1[cH:20][cH:21][cH:22][cH:23][cH:24]1.[CH3:30][OH:31].[Na+:29].[Na+:2].[O-:25][C:26]([OH:27])=[O:28]>>[C:3](#[N:4])[CH:5]([C:6](=[O:7])[OH:8])[CH2:9][c:10]1[cH:11][cH:12][c:13]([O:16][CH3:17])[cH:14][cH:15]1. The reactants are CCn1nc(-c2ccccc2)c(C(C)=O)c([N+](=O)[O-])c1=O, CCO, Nc1cccc2[nH]ccc12. The product is CCn1nc(-c2ccccc2)c(C(C)=O)c(Nc2cccc3[nH]ccc23)c1=O. RXN SMILES: [C:1]([CH3:2])(=[O:3])[c:4]1[c:5]([N+:19]([O-:20])=[O:21])[c:6](=[O:18])[n:7]([CH2:16][CH3:17])[n:8][c:9]1-[c:10]1[cH:11][cH:12][cH:13][cH:14][cH:15]1.[CH3:32][CH2:33][OH:34].[NH2:22][c:23]1[c:24]2[cH:25][cH:26][nH:27][c:28]2[cH:29][cH:30][cH:31]1>>[C:1]([CH3:2])(=[O:3])[c:4]1[c:5]([NH:19][c:23]2[c:24]3[cH:25][cH:26][nH:27][c:28]3[cH:29][cH:30][cH:31]2)[c:6](=[O:18])[n:7]([CH2:16][CH3:17])[n:8][c:9]1-[c:10]1[cH:11][cH:12][cH:13][cH:14][cH:15]1. Starting materials: CC1CN(c2ncccc2Cl)CCN1c1nc2cc(C(F)(F)F)cc(Br)c2[nH]1, OB(O)c1ccc(C(F)(F)F)cc1. The product is CC1CN(c2ncccc2Cl)CCN1c1nc2cc(C(F)(F)F)cc(-c3ccc(C(F)(F)F)cc3)c2[nH]1. Reaction SMILES: [Br:1][c:2]1[cH:3][c:4]([C:25]([F:26])([F:27])[F:28])[cH:5][c:6]2[c:7]1[nH:8][c:9]([N:11]1[CH:12]([CH3:24])[CH2:13][N:14]([c:17]3[n:18][cH:19][cH:20][cH:21][c:22]3[Cl:23])[CH2:15][CH2:16]1)[n:10]2.[F:29][C:30]([c:31]1[cH:32][cH:33][c:34]([B:37]([OH:38])[OH:39])[cH:35][cH:36]1)([F:40])[F:41]>>[c:2]1(-[c:34]2[cH:33][cH:32][c:31]([C:30]([F:29])([F:40])[F:41])[cH:36][cH:35]2)[cH:3][c:4]([C:25]([F:26])([F:27])[F:28])[cH:5][c:6]2[c:7]1[nH:8][c:9]([N:11]1[CH:12]([CH3:24])[CH2:13][N:14]([c:17]3[n:18][cH:19][cH:20][cH:21][c:22]3[Cl:23])[CH2:15][CH2:16]1)[n:10]2. Reactants: CO, CCOC(=O)c1cc(OCC(F)(F)F)nn1-c1ncccc1Cl, [Na+], [OH-], O. Product: O=C(O)c1cc(OCC(F)(F)F)nn1-c1ncccc1Cl. As a reaction SMILES: [CH3:27][OH:28].[Cl:1][c:2]1[c:3](-[n:8]2[n:9][c:10]([O:18][CH2:19][C:20]([F:21])([F:22])[F:23])[cH:11][c:12]2[C:13](=[O:14])[O:15][CH2:16][CH3:17])[n:4][cH:5][cH:6][cH:7]1.[Na+:26].[OH-:25].[OH2:24]>>[Cl:1][c:2]1[c:3](-[n:8]2[n:9][c:10]([O:18][CH2:19][C:20]([F:21])([F:22])[F:23])[cH:11][c:12]2[C:13](=[O:14])[OH:15])[n:4][cH:5][cH:6][cH:7]1.